Dataset: the Open Reaction Database (ORD), a public repository of structured organic reaction records. Task: describe an organic reaction: reactants, conditions, products, and yield Starting materials: [N-]=C=O (isocyanate), hydrochloride salt, NC(=CC(=O)OCC)C(F)(F)F (Ethyl 3-amino-4,4,4-trifluoro-2-butenoate), N(=C=O)C1(CC(=CC=C1)OCC#C)C (4-isocyanato-4-methyl- 2-(2-propynyloxy)benzene), [H-].[Na+] (sodium hydride), CC1=C(C=C(C=C1)N)OCC#C (4-methyl-3-(2-propynyloxy)benzenamine), [N-]=C=O (isocyanate), [Na] (sodium). The solvent is C1CCOC1 (THF), C(C)(=O)OCC (ethyl acetate), C1CCOC1 (THF), C(=O)(Cl)Cl (phosgene). Conditions: temperature -62 celsius, time 8 hour. Yields the product CC1=C(C=C(C=C1)N1C(NC(=CC1=O)C(F)(F)F)=O)OCC#C (3-[4-methyl-3-(2-propynyloxy)phenyl]-6- (trifluoromethyl)-2,4-(1H,3H)-pyrimidinedione). As a reaction SMILES: [CH3:1][C:2]1[CH:7]=[CH:6][C:5]([NH2:8])=[CH:4][C:3]=1[O:9][CH2:10][C:11]#[CH:12].[N-:13]=[C:14]=[O:15].N(C1(C)C=CC=C(OCC#C)C1)=C=O.N[C:31]([C:38]([F:41])([F:40])[F:39])=[CH:32][C:33](OCC)=[O:34].[Na].[H-].[Na+]>C(Cl)(Cl)=O.C(OCC)(=O)C.C1COCC1>[CH3:1][C:2]1[CH:7]=[CH:6][C:5]([N:8]2[C:33](=[O:34])[CH:32]=[C:31]([C:38]([F:41])([F:40])[F:39])[NH:13][C:14]2=[O:15])=[CH:4][C:3]=1[O:9][CH2:10][C:11]#[CH:12] |f:5.6,^1:41|. Reported procedure: As described above 1-methyl-4-nitro-2-(2-propynyloxy)benzene was made, mp 75°-77° C. This compound, (26 g) was reduced using iron in ethanol and water to give 4-methyl-3-(2-propynyloxy)benzenamine isolated as the hydrochloride salt mp >250° C. This amine salt was converted to the isocyanate analogue using phosgene in ethyl acetate as solvent, i.e. 4-isocyanato-4-methyl- 2-(2-propynyloxy)benzene, bp 78°-80° C./0.05 mm. Ethyl 3-amino-4,4,4-trifluoro-2-butenoate (19.6 g) was converted to its sodium...